From a dataset of the Open Reaction Database (ORD), a public repository of structured organic reaction records. describe an organic reaction: reactants, conditions, products, and yield The reactants are Cl.C(C)N(C1=CC=C(C=C1)[C@H]1[C@@H](CN(CC1)CC(CC)C)COC1=CC=C(C=C1)C(F)(F)F)CC ((+-) trans 4-(4-diethylaminophenyl)-1-(2-methyl-butyl)-3-(4-trifluoromethylphenoxymethyl) piperidine hydrochloride), Cl.CN(C1=CC=C(C=C1)[C@H]1[C@@H](CNCC1)COC1=CC=C(C=C1)C(F)(F)F)C ((+-) trans 4-(4-dimethylaminophenyl)-3-(4-trifluoromethylphenoxymethyl) piperidine, hydrochloride). Product: Cl.C(C)N(C1=CC=C(C=C1)[C@H]1[C@@H](CNCC1)COC1=CC=C(C=C1)C(F)(F)F)CC ((+-) trans 4-(4-diethylaminophenyl)-3-(4-trifluoromethyl phenoxymethyl) piperidine, hydrochloride). The yield is 23.0%. As a reaction SMILES: [ClH:1].[CH2:2]([N:4]([CH2:34][CH3:35])[C:5]1[CH:10]=[CH:9][C:8]([C@@H:11]2[CH2:16][CH2:15][N:14](CC(C)CC)[CH2:13][C@H:12]2[CH2:22][O:23][C:24]2[CH:29]=[CH:28][C:27]([C:30]([F:33])([F:32])[F:31])=[CH:26][CH:25]=2)=[CH:7][CH:6]=1)[CH3:3].Cl.CN(C)C1C=CC([C@@H]2CCNC[C@H]2COC2C=CC(C(F)(F)F)=CC=2)=CC=1>>[ClH:1].[CH2:34]([N:4]([CH2:2][CH3:3])[C:5]1[CH:10]=[CH:9][C:8]([C@@H:11]2[CH2:16][CH2:15][NH:14][CH2:13][C@H:12]2[CH2:22][O:23][C:24]2[CH:25]=[CH:26][C:27]([C:30]([F:33])([F:31])[F:32])=[CH:28][CH:29]=2)=[CH:7][CH:6]=1)[CH3:35] |f:0.1,2.3,4.5|. Reported procedure: Preparation by dealkylation of (44) as described for compound (41). Yield 23%. M.p. 220.5°-227.6° C.